Dataset: the Open Reaction Database (ORD), a public repository of structured organic reaction records. Task: describe an organic reaction: reactants, conditions, products, and yield The reactants are BrC1=CC(=C(C=C1)N)I (4-bromo-2-iodobenzenamine), C1(=CC=CC=C1)C#C (phenylacetylene). Product: BrC=1C=C2C=C(NC2=CC1)C1=CC=CC=C1 (5-bromo-2-phenyl-1H-indole). The yield is 60.0%. As a reaction SMILES: [Br:1][C:2]1[CH:7]=[CH:6][C:5]([NH2:8])=[C:4](I)[CH:3]=1.[C:10]1([C:16]#[CH:17])[CH:15]=[CH:14][CH:13]=[CH:12][CH:11]=1>>[Br:1][C:2]1[CH:3]=[C:4]2[C:5](=[CH:6][CH:7]=1)[NH:8][C:16]([C:10]1[CH:15]=[CH:14][CH:13]=[CH:12][CH:11]=1)=[CH:17]2. Procedure details: The general procedure was used to convert 4-bromo-2-iodobenzenamine and phenylacetylene to the title product. Purification by flash chromatography gave the analytically pure product as a white solid, 60% yield. 1H NMR (300 MHz, DMSO) δ 11.77 (s, 1H), 7.88-7.85 (d, J=7.4, 2H), 7.72 (s, 1H), 7.50-7.45 (t, J=7.5, 2H), 7.39-7.35 (m, 2H), 7.23-7.20 (dd, J=8.5, 1.8, 1H), 6.89 (s, 1H). 13C NMR (75 MHz, DMSO) δ 139.06, 135.69, 131.54, 130.41, 128.88, 127.78, 125.09, 123.89, 122.04, 113.15, 111.78, 98.16... Starting materials: COC(=O)C(CC1CCCC1)c1ccc(I)cc1, COCCOC, [Na+], [Na+], O=C([O-])[O-], O, Cl[Pd]Cl, c1ccc(P(c2ccccc2)c2ccccc2)cc1, c1ccc(P(c2ccccc2)c2ccccc2)cc1, OB(O)c1ccncc1. The product is COC(=O)C(CC1CCCC1)c1ccc(-c2ccncc2)cc1. As a reaction SMILES: [CH3:1][O:2][C:3]([CH:4]([CH2:5][CH:6]1[CH2:7][CH2:8][CH2:9][CH2:10]1)[c:11]1[cH:12][cH:13][c:14]([I:17])[cH:15][cH:16]1)=[O:18].[CH3:34][O:35][CH2:36][CH2:37][O:38][CH3:39].[Na+:28].[Na+:29].[O-:30][C:31](=[O:32])[O-:33].[OH2:40].[Pd:41]([Cl:42])[Cl:43].[c:44]1([P:45]([c:46]2[cH:47][cH:48][cH:49][cH:50][cH:51]2)[c:52]2[cH:53][cH:54][cH:55][cH:56][cH:57]2)[cH:58][cH:59][cH:60][cH:61][cH:62]1.[c:63]1([P:64]([c:65]2[cH:66][cH:67][cH:68][cH:69][cH:70]2)[c:71]2[cH:72][cH:73][cH:74][cH:75][cH:76]2)[cH:77][cH:78][cH:79][cH:80][cH:81]1.[n:19]1[cH:20][cH:21][c:22]([B:25]([OH:26])[OH:27])[cH:23][cH:24]1>>[CH3:1][O:2][C:3]([CH:4]([CH2:5][CH:6]1[CH2:7][CH2:8][CH2:9][CH2:10]1)[c:11]1[cH:12][cH:13][c:14](-[c:22]2[cH:21][cH:20][n:19][cH:24][cH:23]2)[cH:15][cH:16]1)=[O:18]. Starting materials: OC=1C(=CC2=CC=CC=C2C1)C(C)=O (1-(3-Hydroxynaphthalen-2-yl)-ethanone), ClC1=CC=NC2=CC(=C(C=C12)OC)OC (4-chloro-6,7-dimethoxyquinoline). Reagents/catalysts: CN(C)C1=CC=NC=C1 (4-(N,N-dimethylamino)-pyridine). Run in ClC1=C(C=CC=C1)Cl (1,2-dichlorobenzene). Run at temperature 130 celsius, time 8 hour. Yields the product COC=1C=C2C(=CC=NC2=CC1OC)OC=1C(=CC2=CC=CC=C2C1)C(C)=O (1-[3-(6,7-Dimethoxy-quinolin-4-yloxy)-naphthalen-2-yl]-ethanone). Isolated yield 16.2%. RXN SMILES: [OH:1][C:2]1[C:3]([C:12](=[O:14])[CH3:13])=[CH:4][C:5]2[C:10]([CH:11]=1)=[CH:9][CH:8]=[CH:7][CH:6]=2.Cl[C:16]1[C:25]2[C:20](=[CH:21][C:22]([O:28][CH3:29])=[C:23]([O:26][CH3:27])[CH:24]=2)[N:19]=[CH:18][CH:17]=1>CN(C1C=CN=CC=1)C.ClC1C=CC=CC=1Cl>[CH3:27][O:26][C:23]1[CH:24]=[C:25]2[C:20](=[CH:21][C:22]=1[O:28][CH3:29])[N:19]=[CH:18][CH:17]=[C:16]2[O:1][C:2]1[C:3]([C:12](=[O:14])[CH3:13])=[CH:4][C:5]2[C:10]([CH:11]=1)=[CH:9][CH:8]=[CH:7][CH:6]=2. Procedure details: 1-(3-Hydroxynaphthalen-2-yl)-ethanone (249 mg), 4-chloro-6,7-dimethoxyquinoline (100 mg), and 4-(N,N-dimethylamino)-pyridine (164 mg) were dissolved in 1,2-dichlorobenzene (5 ml) to prepare a solution which was then stirred at 130° C. overnight. The reaction solution was cooled to room temperature, and the solvent was then removed by distillation under the reduced pressure. Water was added to the residue, and the mixture was extracted with ethyl acetate. The ethyl acetate layer was then washed w... Reactants: CC1(C(NC2=CC(=CC=C12)[N+](=O)[O-])=O)C (3,3-dimethyl-6-nitroindolin-2-one), solution. Run in C1CCOC1 (THF), C1CCOC1 (THF). Conditions: time 10 hour. Product: CC1(CNC2=CC(=CC=C12)[N+](=O)[O-])C (3,3-dimethyl-6-nitroindoline). RXN SMILES: [CH3:1][C:2]1([CH3:15])[C:10]2[C:5](=[CH:6][C:7]([N+:11]([O-:13])=[O:12])=[CH:8][CH:9]=2)[NH:4][C:3]1=O>C1COCC1>[CH3:1][C:2]1([CH3:15])[C:10]2[C:5](=[CH:6][C:7]([N+:11]([O-:13])=[O:12])=[CH:8][CH:9]=2)[NH:4][CH2:3]1. Procedure details: To a stirred solution of 3,3-dimethyl-6-nitroindolin-2-one (0.6 g, 3 mmol) (Mertens et al., J. Med. Chem. 30:1279, 1987) in THF (40 mL) at 0° C. under N2 was added 2.0 M solution of BH3.Me2S complex in THF (10 mL, 20 mmol). The mixture was stirred at rt for 10 h, and then quenched by addition of water (10 mL) and concentrated HCl (20 mL). The mixture was further stirred at rt for 5 h, and then basified with sat. aq. Na2CO3 and extracted with EtOAc (50 mL×3). The combined organic layers were wash... Reactants: C(C)(C)(C)OC(=O)NC(C(=O)OC)CI (methyl 2-(tert-butoxycarbonylamino)-3-iodopropanoate), Cl[Si](C)(C)C.BrCCBr (chlorotrimethylsilane 1,2-dibromoethane), O (Water), NC1=NC=NN2C1=C(C=C2Br)C(=O)C=2C=C(C=CC2)NC(=O)NC2=C(C=C(C=C2)Cl)Cl (1-{3-[(4-amino-7-bromopyrrolo[2,1-f][1,2,4]triazin-5-yl)carbonyl]phenyl}-3-(2,4-dichlorophenyl)urea). The reagents and catalysts are C1=CC=C(C=C1)P([C-]2C=CC=C2)C3=CC=CC=C3.C1=CC=C(C=C1)P([C-]2C=CC=C2)C3=CC=CC=C3.Cl[Pd]Cl.[Fe+2] (PdCl2(dppf)2), [Cu]I (CuI), [Zn] (zinc). The solvent is CC(=O)N(C)C (DMA), CC(=O)N(C)C (DMA), CC(=O)N(C)C (dimethylacetamide). Reaction conditions: time 30 minute. The product is N[C@H](C(=O)O)CC1=CC(=C2C(=NC=NN21)N)C(=O)C2=CC(=CC=C2)NC(=O)NC2=C(C=C(C=C2)Cl)Cl ((2S)-2-amino-3-(4-amino-5-{[3-({[(2,4-dichlorophenyl)amino]carbonyl}amino)phenyl]carbonyl}pyrrolo[2,1-f][1,2,4]triazin-7-yl)propanoic acid). Isolated yield 4.8%. Reaction SMILES: Cl[Si](C)(C)C.BrCCBr.C(OC([NH:17][CH:18]([CH2:23]I)[C:19]([O:21]C)=[O:20])=O)(C)(C)C.[NH2:25][C:26]1[C:31]2=[C:32]([C:36]([C:38]3[CH:39]=[C:40]([NH:44][C:45]([NH:47][C:48]4[CH:53]=[CH:52][C:51]([Cl:54])=[CH:50][C:49]=4[Cl:55])=[O:46])[CH:41]=[CH:42][CH:43]=3)=[O:37])[CH:33]=[C:34](Br)[N:30]2[N:29]=[CH:28][N:27]=1.O>CC(N(C)C)=O.[Zn].C1C=CC(P(C2C=CC=CC=2)[C-]2C=CC=C2)=CC=1.C1C=CC(P(C2C=CC=CC=2)[C-]2C=CC=C2)=CC=1.Cl[Pd]Cl.[Fe+2].[Cu]I>[NH2:17][C@@H:18]([CH2:23][C:34]1[N:30]2[C:31]([C:26]([NH2:25])=[N:27][CH:28]=[N:29]2)=[C:32]([C:36]([C:38]2[CH:43]=[CH:42][CH:41]=[C:40]([NH:44][C:45]([NH:47][C:48]3[CH:53]=[CH:52][C:51]([Cl:54])=[CH:50][C:49]=3[Cl:55])=[O:46])[CH:39]=2)=[O:37])[CH:33]=1)[C:19]([OH:21])=[O:20] |f:0.1,7.8.9.10|. Procedure details: A mixture of zinc dust (300 mg) in dimethylacetamide (DMA) (0.3 mL) at 50° C. was treated with a solution of chlorotrimethylsilane/1,2-dibromoethane (7/5 v/v, 0.04 mL) and the reaction was stirred at room temperature for 30 minutes. A solution of methyl 2-(tert-butoxycarbonylamino)-3-iodopropanoate (247 mg, 0.75 mmol) in DMA (1 mL) was slowly added and the reaction was stirred for 40 minutes. This mixture was added to a mixture of 95G (35 mg), PdCl2(dppf)2 (7 mg), and CuI (10 mg) in DMA (0.8 mL)... Starting materials: CCCC[Sn](C=CCBr)(CCCC)CCCC, COC(=O)CC(=O)OC, [H-], [Na+], CN(C)C=O. Yields the product CCCC[Sn](CC=CC(C(=O)OC)C(=O)OC)(CCCC)CCCC. RXN SMILES: [Br:12][CH2:13][CH:14]=[CH:15][Sn:16]([CH2:17][CH2:18][CH2:19][CH3:20])([CH2:21][CH2:22][CH2:23][CH3:24])[CH2:25][CH2:26][CH2:27][CH3:28].[C:3]([CH2:4][C:5](=[O:6])[O:7][CH3:8])(=[O:9])[O:10][CH3:11].[H-:1].[Na+:2].[O:29]=[CH:30][N:31]([CH3:32])[CH3:33]>>[C:3]([CH:4]([C:5](=[O:6])[O:7][CH3:8])[CH:13]=[CH:14][CH2:15][Sn:16]([CH2:17][CH2:18][CH2:19][CH3:20])([CH2:21][CH2:22][CH2:23][CH3:24])[CH2:25][CH2:26][CH2:27][CH3:28])(=[O:9])[O:10][CH3:11].